This data is from the Open Reaction Database (ORD), a public repository of structured organic reaction records. The task is: describe an organic reaction: reactants, conditions, products, and yield Starting materials: solution, C(CCC)[Li] (butyl lithium), [OH-].[Na+] (sodium hydroxide), BrC1=CC=C(C=C1)Cl (4-bromochlorobenzene), II (iodine), ClC1=CC=NC2=CC=CC=C12 (4-chloroquinoline). Solvent: CCCCCC (hexane), CCOCC (ether), O (water), CCOCC (ether). Conditions: time 20 minute. Product: ClC1=CC(=NC2=CC=CC=C12)C1=CC=C(C=C1)Cl (4-Chloro-2-(4-chlorophenyl)quinoline). Isolated yield 92.0%. As a reaction SMILES: Br[C:2]1[CH:7]=[CH:6][C:5]([Cl:8])=[CH:4][CH:3]=1.C([Li])CCC.[Cl:14][C:15]1[C:24]2[C:19](=[CH:20][CH:21]=[CH:22][CH:23]=2)[N:18]=[CH:17][CH:16]=1.II.[OH-].[Na+]>CCOCC.CCCCCC.O>[Cl:14][C:15]1[C:24]2[C:19](=[CH:20][CH:21]=[CH:22][CH:23]=2)[N:18]=[C:17]([C:2]2[CH:7]=[CH:6][C:5]([Cl:8])=[CH:4][CH:3]=2)[CH:16]=1 |f:4.5|. Procedure: To a solution of 15.3 g (80 mmol) of 4-bromochlorobenzene in 100 ml of ether cooled to -25° was added 60 ml of a 1.6M solution of butyl lithium in hexane in three portions while maintaining the temperature below -20°. This mixture was allowed to warm to -5° during 15 min. It was then recooled to -20°, and a solution of 11.45 g (70 mmol) of 4-chloroquinoline in 40 ml of ether was added while maintaining the temperature at -20°. A yellow suspension formed. It was allowed to warm to 0° for 15 min, ... Starting materials: CNCCC#CC1=NC=CC=C1 (N-methyl-4-(pyridin-2-yl)but-3-yn-1-amine), ClC1=C(C=CC=C1)S(=O)(=O)Cl (2-chlorobenzene-1-sulfonyl chloride). Product: ClC1=C(C=CC=C1)S(=O)(=O)N(CCC#CC1=NC=CC=C1)C (2-chloro-N-methyl-N-(4-(pyridin-2-yl)but-3-ynyl)benzenesulfonamide). Isolated yield 35.6%. As a reaction SMILES: [CH3:1][NH:2][CH2:3][CH2:4][C:5]#[C:6][C:7]1[CH:12]=[CH:11][CH:10]=[CH:9][N:8]=1.[Cl:13][C:14]1[CH:19]=[CH:18][CH:17]=[CH:16][C:15]=1[S:20](Cl)(=[O:22])=[O:21]>>[Cl:13][C:14]1[CH:19]=[CH:18][CH:17]=[CH:16][C:15]=1[S:20]([N:2]([CH3:1])[CH2:3][CH2:4][C:5]#[C:6][C:7]1[CH:12]=[CH:11][CH:10]=[CH:9][N:8]=1)(=[O:22])=[O:21]. Procedure: The title compound was prepared in accordance with the general method of Example 199(D), from N-methyl-4-(pyridin-2-yl)but-3-yn-1-amine (50 mg, 0.31 mmol) and 2-chlorobenzene-1-sulfonyl chloride (79 mg, 0.37 mmol). The crude residue was purified over silicagel chromatography (prepacked 10 g silicagel column, DCM/MeOH: from 100/0 to 98/2 as eluent) to afford 37 mg of 2-chloro-N-methyl-N-(4-(pyridin-2-yl)but-3-ynyl)benzenesulfonamide as a brown oil (Yield: 35%). Starting materials: C(C1=CC=CC=C1)OC(CC1=C(C=CC=C1)C)CC(F)F (1-(2-(benzyloxy)-4,4-difluorobutyl)-2-methylbenzene). The reagents and catalysts are [Pd] (Pd/C). Solvent: CO (MeOH). Reaction conditions: time 5 hour. The product is FC(CC(CC1=C(C=CC=C1)C)O)F (4,4-Difluoro-1-o-tolylbutan-2-ol). RXN SMILES: C([O:8][CH:9]([CH2:18][CH:19]([F:21])[F:20])[CH2:10][C:11]1[CH:16]=[CH:15][CH:14]=[CH:13][C:12]=1[CH3:17])C1C=CC=CC=1>CO.[Pd]>[F:20][CH:19]([F:21])[CH2:18][CH:9]([OH:8])[CH2:10][C:11]1[CH:16]=[CH:15][CH:14]=[CH:13][C:12]=1[CH3:17]. Reported procedure: To a solution of 1-(2-(benzyloxy)-4,4-difluorobutyl)-2-methylbenzene (10 g, 34.48 mmol) in MeOH (150 ml) was added 10% Pd/C (1.0 g) under nitrogen and stirred at 40 psi for 5 h. The reaction mixture was filtered through Celite and concentrated under reduced pressure to afford crude compound. The title compound was purified by separation method E. (Yield 6.0 g). The reactants are ClC1=CC(=NC=2N1N=C(C2)C)NC(=O)[C@H]2[C@@H](C2)C2=CC=CC=C2 ((1R,2R)—N-(7-chloro-2-methylpyrazolo[1,5-a]pyrimidin-5-yl)-2-phenylcyclopropanecarboxamide), N1CCC(CC1)NC(C)=O (N-(piperidin-4-yl)acetamide). Reagents/catalysts: CS(=O)C (DMSO). Run in CN1CCCC1=O (NMP), CO (methanol). Yields the product C(C)(=O)NC1CCN(CC1)C1=CC(=NC=2N1N=C(C2)C)NC(=O)[C@H]2[C@@H](C2)C2=CC=CC=C2 ((1R,2R)—N-(7-(4-acetamidopiperidin-1-yl)-2-methylpyrazolo[1,5-a]pyrimidin-5-yl)-2-phenylcyclopropanecarboxamide). Isolated yield 65.7%. As a reaction SMILES: Cl[C:2]1[N:7]2[N:8]=[C:9]([CH3:11])[CH:10]=[C:6]2[N:5]=[C:4]([NH:12][C:13]([C@@H:15]2[CH2:17][C@H:16]2[C:18]2[CH:23]=[CH:22][CH:21]=[CH:20][CH:19]=2)=[O:14])[CH:3]=1.[NH:24]1[CH2:29][CH2:28][CH:27]([NH:30][C:31](=[O:33])[CH3:32])[CH2:26][CH2:25]1>CN1C(=O)CCC1.CS(C)=O.CO>[C:31]([NH:30][CH:27]1[CH2:28][CH2:29][N:24]([C:2]2[N:7]3[N:8]=[C:9]([CH3:11])[CH:10]=[C:6]3[N:5]=[C:4]([NH:12][C:13]([C@@H:15]3[CH2:17][C@H:16]3[C:18]3[CH:23]=[CH:22][CH:21]=[CH:20][CH:19]=3)=[O:14])[CH:3]=2)[CH2:25][CH2:26]1)(=[O:33])[CH3:32]. Procedure details: The title compound was prepared by combining (1R,2R)—N-(7-chloro-2-methylpyrazolo[1,5-a]pyrimidin-5-yl)-2-phenylcyclopropane carboxamide (8D, 0.1 g, 0.306 mmol) and the N-(piperidin-4-yl)acetamide (0.087 g, 0.612 mmol) in NMP (Volume: 1.020 ml) and heating the mixture at 85° C. overnight. After cooling to room temperature, the mixture was diluted with a few drops of DMSO and methanol, and was then purified by 45-65% preparatory HPLC (MeCN/MeOH)/H2O+0.01% TFA). Lyophilization of the combined frac...